This data is from the Open Reaction Database (ORD), a public repository of structured organic reaction records. The task is: describe an organic reaction: reactants, conditions, products, and yield Starting materials: CC#N, O=C(OCc1ccccc1)c1cc(Cl)c(Cl)c(Cl)n1, COc1c(Cl)ccc(B2OCCCO2)c1F, O, Cl[Pd]Cl, c1ccc(P(c2ccccc2)c2ccccc2)cc1, c1ccc(P(c2ccccc2)c2ccccc2)cc1. Yields the product COc1c(Cl)ccc(-c2nc(C(=O)OCc3ccccc3)cc(Cl)c2Cl)c1F. As a reaction SMILES: [CH3:36][C:37]#[N:38].[Cl:1][c:2]1[cH:3][c:4]([C:10](=[O:11])[O:12][CH2:13][c:14]2[cH:15][cH:16][cH:17][cH:18][cH:19]2)[n:5][c:6]([Cl:9])[c:7]1[Cl:8].[Cl:20][c:21]1[c:22]([O:34][CH3:35])[c:23]([F:33])[c:24]([B:27]2[O:28][CH2:29][CH2:30][CH2:31][O:32]2)[cH:25][cH:26]1.[OH2:80].[Pd:39]([Cl:40])[Cl:41].[c:42]1([P:43]([c:44]2[cH:45][cH:46][cH:47][cH:48][cH:49]2)[c:50]2[cH:51][cH:52][cH:53][cH:54][cH:55]2)[cH:56][cH:57][cH:58][cH:59][cH:60]1.[c:61]1([P:62]([c:63]2[cH:64][cH:65][cH:66][cH:67][cH:68]2)[c:69]2[cH:70][cH:71][cH:72][cH:73][cH:74]2)[cH:75][cH:76][cH:77][cH:78][cH:79]1>>[Cl:1][c:2]1[cH:3][c:4]([C:10](=[O:11])[O:12][CH2:13][c:14]2[cH:15][cH:16][cH:17][cH:18][cH:19]2)[n:5][c:6](-[c:24]2[c:23]([F:33])[c:22]([O:34][CH3:35])[c:21]([Cl:20])[cH:26][cH:25]2)[c:7]1[Cl:8]. The reactants are CC1(C=NC(CC=CCCC=CC1)CC)C (3,3-dimethyl-12-ethyl-1-aza-1,5,9-cyclododecatriene), S(O)(O)(=O)=O (sulphuric acid), S(O)(O)(=O)=O (sulphuric acid), [H][H] (hydrogen). The reagents and catalysts are [Pt] (platinum/charcoal). Solvent: O (water). Yields the product CC(CO)(CCCCCCCCC(N)CC)C (2,2-dimethyl-11-ethyl-11-aminoundecanol). Yield: 67.4%. Reaction SMILES: [CH3:1][C:2]1([CH3:16])[CH2:13][CH:12]=[CH:11][CH2:10][CH2:9][CH:8]=[CH:7][CH2:6][CH:5]([CH2:14][CH3:15])[N:4]=[CH:3]1.S(=O)(=O)(O)[OH:18].[H][H]>O.[Pt]>[CH3:1][C:2]([CH3:16])([CH2:13][CH2:12][CH2:11][CH2:10][CH2:9][CH2:8][CH2:7][CH2:6][CH:5]([CH2:14][CH3:15])[NH2:4])[CH2:3][OH:18]. Reported procedure: 199 g (0.91 mol) of 3,3-dimethyl-12-ethyl-1-aza-1,5,9-cyclododecatriene is added dropwise, in the course of 15 minutes, to a solution of 150 g (1.53 mols) of sulphuric acid in one liter of water. Impurities are removed by means of subsequent steam distillation for 20 minutes. The aqueous sulphuric acid solution is then hydrogenated under normal pressure at 20°-25° C. in the presence of a platinum/charcoal catalyst (5% by weight of platinum), with absorption of 3 mols of hydrogen, to yield 2,2-di... Run in CN(C)C=O (DMF), O (water), O (water). Procedure: To a solution of 3-iodo-4-methoxy-1-(tetrahydro-2H-pyran-4-yl)-1H-pyrrolo[3,2-c]pyridine (50.0 mg) in DMF (2 mL)/water (0.20 mL) were added 4-(4,4,5,5-tetramethyl-1,3,2-dioxaborolan-2-yl)benzenesulfonamide (59.0 mg), tetrakis(triphenylphosphine)palladium(0) (16.0 mg) and potassium carbonate (39.2 mg). The reaction mixture was stirred under microwave irradiation at 130° C. for 1 hr. The reaction mixture was diluted with water, and the mixture was extracted with ethyl acetate. The organic layer wa... Yield: 42.3%. Reagents/catalysts: C=1C=CC(=CC1)[P](C=2C=CC=CC2)(C=3C=CC=CC3)[Pd]([P](C=4C=CC=CC4)(C=5C=CC=CC5)C=6C=CC=CC6)([P](C=7C=CC=CC7)(C=8C=CC=CC8)C=9C=CC=CC9)[P](C=1C=CC=CC1)(C=1C=CC=CC1)C=1C=CC=CC1 (tetrakis(triphenylphosphine)palladium(0)). Product: COC1=NC=CC2=C1C(=CN2C2CCOCC2)C2=CC=C(C=C2)S(=O)(=O)N (4-(4-methoxy-1-(tetrahydro-2H-pyran-4-yl)-1H-pyrrolo[3,2-c]pyridin-3-yl)benzenesulfonamide). Starting materials: IC1=CN(C2=C1C(=NC=C2)OC)C2CCOCC2 (3-iodo-4-methoxy-1-(tetrahydro-2H-pyran-4-yl)-1H-pyrrolo[3,2-c]pyridine), CC1(OB(OC1(C)C)C1=CC=C(C=C1)S(=O)(=O)N)C (4-(4,4,5,5-tetramethyl-1,3,2-dioxaborolan-2-yl)benzenesulfonamide), C([O-])([O-])=O.[K+].[K+] (potassium carbonate). Reaction conditions: temperature 130 celsius, time 1 hour. RXN SMILES: I[C:2]1[C:6]2[C:7]([O:11][CH3:12])=[N:8][CH:9]=[CH:10][C:5]=2[N:4]([CH:13]2[CH2:18][CH2:17][O:16][CH2:15][CH2:14]2)[CH:3]=1.CC1(C)C(C)(C)OB([C:27]2[CH:32]=[CH:31][C:30]([S:33]([NH2:36])(=[O:35])=[O:34])=[CH:29][CH:28]=2)O1.C(=O)([O-])[O-].[K+].[K+]>CN(C=O)C.O.C1C=CC([P]([Pd]([P](C2C=CC=CC=2)(C2C=CC=CC=2)C2C=CC=CC=2)([P](C2C=CC=CC=2)(C2C=CC=CC=2)C2C=CC=CC=2)[P](C2C=CC=CC=2)(C2C=CC=CC=2)C2C=CC=CC=2)(C2C=CC=CC=2)C2C=CC=CC=2)=CC=1>[CH3:12][O:11][C:7]1[C:6]2[C:2]([C:27]3[CH:32]=[CH:31][C:30]([S:33]([NH2:36])(=[O:35])=[O:34])=[CH:29][CH:28]=3)=[CH:3][N:4]([CH:13]3[CH2:18][CH2:17][O:16][CH2:15][CH2:14]3)[C:5]=2[CH:10]=[CH:9][N:8]=1 |f:2.3.4,^1:53,55,74,93|.